Dataset: the Open Reaction Database (ORD), a public repository of structured organic reaction records. Task: describe an organic reaction: reactants, conditions, products, and yield Starting materials: OS(=O)(=O)O (H2SO4), K2Cr2O7, ClC1=CC=C(C(=O)C2=NOC(=C2)CCO)C=C1 (2-[3-(4-chlorobenzoyl)isoxazol-5-yl)ethanol). Reagents/catalysts: S(=O)(=O)(O)[O-].C(CCC)[N+](CCCC)(CCCC)CCCC (tetra-n-butylammonium hydrogen sulfate). The solvent is C(Cl)Cl (CH2Cl2). Conditions: time 2 hour. Yields the product ClC1=CC=C(C(=O)C2=NOC(=C2)CC(=O)O)C=C1 ([3-(4-Chlorobenzoyl)isoxazol-5-yl]acetic acid). RXN SMILES: [Cl:1][C:2]1[CH:17]=[CH:16][C:5]([C:6]([C:8]2[CH:12]=[C:11]([CH2:13][CH2:14][OH:15])[O:10][N:9]=2)=[O:7])=[CH:4][CH:3]=1.[OH:18]S(O)(=O)=O>S([O-])(O)(=O)=O.C([N+](CCCC)(CCCC)CCCC)CCC.C(Cl)Cl>[Cl:1][C:2]1[CH:17]=[CH:16][C:5]([C:6]([C:8]2[CH:12]=[C:11]([CH2:13][C:14]([OH:18])=[O:15])[O:10][N:9]=2)=[O:7])=[CH:4][CH:3]=1 |f:2.3|. Procedure details: To a mixture of 8.8 g of 2-[3-(4-chlorobenzoyl)isoxazol-5-yl)ethanol, 850 ml of CH2Cl2, a few crystals of tetra-n-butylammonium hydrogen sulfate and 130 ml of 9M H2SO4 was added 10.3 g of pulverized K2Cr2O7. The resulting mixture was stirred at room temperature for 2 hours. After allowing the mixture to settle, it was decanted from the unreacted dichromate. The aqueous phase was extracted with CH2Cl2, and the organics were washed with water and brine, and dried over MgSO4. Concentration gave 5.1...